From a dataset of the Open Reaction Database (ORD), a public repository of structured organic reaction records. describe an organic reaction: reactants, conditions, products, and yield Starting materials: OC1=C(C=C(C(=O)O)C=C1)OC (4-Hydroxy-3-methoxy-benzoic acid). Reagents/catalysts: CN(C1=CC=NC=C1)C (4dimethylaminopyridine). Solvent: C(C)(C)(C)O (t-butanol). Conditions: time 4 hour. Product: C(C)(C)(C)OC(C1=CC(=C(C=C1)O)OC)=O (4-Hydroxy-3-methoxy-benzoic acid tert-butyl ester). Yield: 149.9%. As a reaction SMILES: [OH:1][C:2]1[CH:10]=[CH:9][C:5]([C:6]([OH:8])=[O:7])=[CH:4][C:3]=1[O:11][CH3:12]>CN(C)C1C=CN=CC=1.C(O)(C)(C)C>[C:5]([O:7][C:6](=[O:8])[C:5]1[CH:9]=[CH:10][C:2]([OH:1])=[C:3]([O:11][CH3:12])[CH:4]=1)([CH3:9])([CH3:6])[CH3:4]. Reported procedure: 4-Hydroxy-3-methoxy-benzoic acid (1.0 g, 5.95 mmol), 1,3-dicyclohexycarbodiimide (1.5 g, 7.14 mmol) and 4dimethylaminopyridine (72.7 mg, 0.6 mmol) were mixed in t-butanol (10 mL) and stirred at room temperature for 4 hours. The reaction was filtered and purified by column chromatography to provide the title compound (1.0 g, 75%). Starting materials: C1CCOC1, COc1ncnnc1CN, N#N, [Na+], [Na+], O=C([O-])[O-], O=C1CC(C(=O)ON2C(=O)CCC2=O)C1, O. Yields the product COc1ncnnc1CNC(=O)C1CC(=O)C1. As a reaction SMILES: [CH2:35]1[O:36][CH2:37][CH2:38][CH2:39]1.[CH3:3][O:4][c:5]1[n:6][cH:7][n:8][n:9][c:10]1[CH2:11][NH2:12].[N:1]#[N:2].[Na+:28].[Na+:29].[O-:30][C:31](=[O:32])[O-:33].[O:13]=[C:14]1[CH2:15][CH:16]([C:18](=[O:19])[O:20][N:21]2[C:22](=[O:23])[CH2:24][CH2:25][C:26]2=[O:27])[CH2:17]1.[OH2:34]>>[CH3:3][O:4][c:5]1[n:6][cH:7][n:8][n:9][c:10]1[CH2:11][NH:12][C:18]([CH:16]1[CH2:15][C:14](=[O:13])[CH2:17]1)=[O:19]. The reactants are Oc1ccc(-c2cn3cc(Br)ccc3n2)cc1, OCCCBr, O=C([O-])[O-], [K+], [K+], O. Yields the product OCCCOc1ccc(-c2cn3cc(Br)ccc3n2)cc1. RXN SMILES: [Br:1][c:2]1[cH:3][cH:4][c:5]2[n:6]([cH:7]1)[cH:8][c:9](-[c:11]1[cH:12][cH:13][c:14]([OH:17])[cH:15][cH:16]1)[n:10]2.[Br:24][CH2:25][CH2:26][CH2:27][OH:28].[C:18](=[O:19])([O-:20])[O-:21].[K+:22].[K+:23].[OH2:29]>>[Br:1][c:2]1[cH:3][cH:4][c:5]2[n:6]([cH:7]1)[cH:8][c:9](-[c:11]1[cH:12][cH:13][c:14]([O:17][CH2:25][CH2:26][CH2:27][OH:28])[cH:15][cH:16]1)[n:10]2. Reactants: Cl (HCl), ClC1=CC=C(C=C1)[C@@]1([C@@H](C1)NC(OC(C)(C)C)=O)C (racemic tert-butyl N-[(1R,2R)-2-(4-chlorophenyl)-2-methyl-cyclopropyl]carbamate). Run in ClCCl (dichloromethane). Yields the product Cl.ClC1=CC=C(C=C1)C1(C(C1)N)C (racemic (1R,2R)-2-(4-chlorophenyl)-2-methyl-cyclopropanamine hydrochloride). The yield is 141.4%. As a reaction SMILES: Cl.[Cl:2][C:3]1[CH:8]=[CH:7][C:6]([C@@:9]2([CH3:20])[CH2:11][C@H:10]2[NH:12]C(=O)OC(C)(C)C)=[CH:5][CH:4]=1>ClCCl>[ClH:2].[Cl:2][C:3]1[CH:4]=[CH:5][C:6]([C:9]2([CH3:20])[CH2:11][CH:10]2[NH2:12])=[CH:7][CH:8]=1 |f:3.4|. Procedure details: HCl (4M in dioxan, 3.24 ml, 13 mmol) was added to a solution of racemic tert-butyl N-[(1R,2R)-2-(4-chlorophenyl)-2-methyl-cyclopropyl]carbamate (731 mg, 2.60 mmol) in dichloromethane (14 ml). After 16 hours at room temperature the solvent was evaporated and the light yellow solid was stirred with tBuOMe and filtered to give racemic (1R,2R)-2-(4-chlorophenyl)-2-methyl-cyclopropanamine hydrochloride (401 mg, 71%) as a white solid.